This data is from the Open Reaction Database (ORD), a public repository of structured organic reaction records. The task is: describe an organic reaction: reactants, conditions, products, and yield Starting materials: NC=1C=C(C=CC1)C1NC2=CC=C(C=C2C(C1)(C)C)C#N (2-(3-amino-phenyl)-4,4-dimethyl-1,2,3,4-tetrahydro-quinoline-6-carbonitrile), N1=CC=CC=C1 (pyridine), C1(=CC=CC=C1)S(=O)(=O)Cl (benzenesulfonyl chloride), resultant mixture. Solvent: ClCCl (dichloromethane). Reaction conditions: time 8 hour. Product: C(#N)C=1C=C2C(CC(NC2=CC1)C=1C=C(C=CC1)NS(=O)(=O)C1=CC=CC=C1)(C)C (N-[3-(6-cyano-4,4-dimethyl-1,2,3,4-tetrahydro-quinolin-2-yl)-phenyl]-benzenesulfonamide). Yield: 46.6%. Reaction SMILES: [C:1]1([S:7](Cl)(=[O:9])=[O:8])[CH:6]=[CH:5][CH:4]=[CH:3][CH:2]=1.[NH2:11][C:12]1[CH:13]=[C:14]([CH:18]2[CH2:27][C:26]([CH3:29])([CH3:28])[C:25]3[C:20](=[CH:21][CH:22]=[C:23]([C:30]#[N:31])[CH:24]=3)[NH:19]2)[CH:15]=[CH:16][CH:17]=1.N1C=CC=CC=1>ClCCl>[C:30]([C:23]1[CH:24]=[C:25]2[C:20](=[CH:21][CH:22]=1)[NH:19][CH:18]([C:14]1[CH:13]=[C:12]([NH:11][S:7]([C:1]3[CH:6]=[CH:5][CH:4]=[CH:3][CH:2]=3)(=[O:9])=[O:8])[CH:17]=[CH:16][CH:15]=1)[CH2:27][C:26]2([CH3:29])[CH3:28])#[N:31]. Reported procedure: To a round bottom flask, benzenesulfonyl chloride (83 mg, 0.54 mmol) was added dropwise a mixture of 2-(3-amino-phenyl)-4,4-dimethyl-1,2,3,4-tetrahydro-quinoline-6-carbonitrile (100 mg, 0.36 mmol) and pyridine (45 mg, 0.54 mmol) in dichloromethane (5 mL). The resultant mixture was allowed to stir overnight. The reaction mixture was washed by water, dried over magnesium sulfate. Filtered and concentrated to provide the crude product. It was purified by column chromatography (silica gel, petroleum... Yields the product ClC=1C=C2N=C(C(=NC2=CC1Cl)C(C)C)SC=1SC(=NN1)SCC1CC1 (6,7-Dichloro-2-isopropyl-3-(5-cyclopropylmethylsulfanyl-1,3,4-thiadiazol-2-ylsulfanyl)quinoxaline). The reactants are ClC1=NC2=CC(=C(C=C2N=C1C(C)C)Cl)Cl (2,6,7-trichloro-3-isopropylquinoxaline), [F-].[K+] (potassium fluoride), C1(CC1)CSC=1SC(=NN1)S (2-cyclopropylmethylsulfanyl-5-mercapto-1,3,4-thiadiazole). Reaction SMILES: Cl[C:2]1[C:11]([CH:12]([CH3:14])[CH3:13])=[N:10][C:9]2[C:4](=[CH:5][C:6]([Cl:16])=[C:7]([Cl:15])[CH:8]=2)[N:3]=1.[F-].[K+].[CH:19]1([CH2:22][S:23][C:24]2[S:25][C:26]([SH:29])=[N:27][N:28]=2)[CH2:21][CH2:20]1>CN(C=O)C>[Cl:16][C:6]1[CH:5]=[C:4]2[C:9](=[CH:8][C:7]=1[Cl:15])[N:10]=[C:11]([CH:12]([CH3:14])[CH3:13])[C:2]([S:29][C:26]1[S:25][C:24]([S:23][CH2:22][CH:19]3[CH2:20][CH2:21]3)=[N:28][N:27]=1)=[N:3]2 |f:1.2|. Conditions: time 8 hour. Procedure details: To a solution of 2,6,7-trichloro-3-isopropylquinoxaline (65 mg, 0.23 mmol) in DMF (4 ml) was added potassium fluoride 40% wt on alumina (103 mg, 0.71 mmol) followed by addition of 2-cyclopropylmethylsulfanyl-5-mercapto-1,3,4-thiadiazole (53 mg, 0.26 mmol). The reaction was stirred overnight at room temperature. The product was purified by flash column chromatography using ethyl acetate:hexanes 1:20 affording the title compound. Solvent: CN(C)C=O (DMF). Reactants: [N+](=O)([O-])C=1C=C(C=O)C=CC1 (3-nitrobenzaldehyde), C(C)(=O)CC(C)=O (acetylacetone), C(C)(=O)O (acetic acid), N1CCCCC1 (piperidine). Solvent: C1=CC=CC=C1 (benzene), C(C)OCC (diethyl ether). Yields the product [N+](=O)([O-])C=1C=C(C=CC(=O)CC(C)=O)C=CC1 (3-(3-nitrobenzylidene)acetylacetone). Reaction SMILES: [N+:1]([C:4]1[CH:5]=[C:6]([CH:9]=[CH:10][CH:11]=1)[CH:7]=O)([O-:3])=[O:2].[C:12]([CH2:15][C:16](=[O:18])[CH3:17])(=[O:14])[CH3:13].C(O)(=O)C.N1CCCCC1>C1C=CC=CC=1.C(OCC)C>[N+:1]([C:4]1[CH:5]=[C:6]([CH:9]=[CH:10][CH:11]=1)[CH:7]=[CH:13][C:12]([CH2:15][C:16](=[O:18])[CH3:17])=[O:14])([O-:3])=[O:2]. Procedure details: A mixture of 3-nitrobenzaldehyde (20 g), acetylacetone (13.25 g), acetic acid (1.58 g), and piperidine (0.45 g) in benzene (20 ml) was refluxed for 1 hr under azeotropic dehydration. To the reaction mixture was added diethyl ether (100 ml). The mixture was washed with water (50 ml) and a saturated aqueous solution of sodium chloride (50 ml) successively, dried over magnesium sulfate, and evaporated in vacuo. The residual substance was recrystallized from ether to afford 3-(3-nitrobenzylidene)ace... The reactants are CCn1nc(-c2ccccc2)c(C(C)=O)c([N+](=O)[O-])c1=O, CCO, Cc1ccnc(N)n1. Yields the product CCn1nc(-c2ccccc2)c(C(C)=O)c(Nc2nccc(C)n2)c1=O. Reaction SMILES: [C:1]([CH3:2])(=[O:3])[c:4]1[c:5]([N+:19]([O-:20])=[O:21])[c:6](=[O:18])[n:7]([CH2:16][CH3:17])[n:8][c:9]1-[c:10]1[cH:11][cH:12][cH:13][cH:14][cH:15]1.[CH3:30][CH2:31][OH:32].[NH2:22][c:23]1[n:24][cH:25][cH:26][c:27]([CH3:29])[n:28]1>>[C:1]([CH3:2])(=[O:3])[c:4]1[c:5]([NH:19][c:23]2[n:24][cH:25][cH:26][c:27]([CH3:29])[n:28]2)[c:6](=[O:18])[n:7]([CH2:16][CH3:17])[n:8][c:9]1-[c:10]1[cH:11][cH:12][cH:13][cH:14][cH:15]1.